Dataset: the Open Reaction Database (ORD), a public repository of structured organic reaction records. Task: describe an organic reaction: reactants, conditions, products, and yield The reactants are BrC1=C(C=NN1C)C=1N=C(N2N=CN=C(C21)NC)C (5-(5-Bromo-1-methyl-1H-pyrazol-4-yl)-N,7-dimethylimidazo[5,1-f][1,2,4]triazin-4-amine), FC(C1=CC=C(C=C1)B(O)O)(F)F ([4-(trifluoromethyl)phenyl]boronic acid), C([O-])([O-])=O.[Na+].[Na+] (sodium carbonate). Reagents/catalysts: C=1C=CC(=CC1)[P](C=2C=CC=CC2)(C=3C=CC=CC3)[Pd]([P](C=4C=CC=CC4)(C=5C=CC=CC5)C=6C=CC=CC6)([P](C=7C=CC=CC7)(C=8C=CC=CC8)C=9C=CC=CC9)[P](C=1C=CC=CC1)(C=1C=CC=CC1)C=1C=CC=CC1 (tetrakis(triphenylphosphine)palladium(0)). Solvent: C(C)O (ethanol). The product is CNC1=NC=NN2C1=C(N=C2C)C=2C=NN(C2C2=CC=C(C=C2)C(F)(F)F)C (N,7-dimethyl-5-{1-methyl-5-[4-(trifluoromethyl)phenyl]-1H-pyrazol-4-yl}imidazo[5,1-f][1,2,4]triazin-4-amine). As a reaction SMILES: Br[C:2]1[N:6]([CH3:7])[N:5]=[CH:4][C:3]=1[C:8]1[N:9]=[C:10]([CH3:19])[N:11]2[C:16]=1[C:15]([NH:17][CH3:18])=[N:14][CH:13]=[N:12]2.[F:20][C:21]([F:32])([F:31])[C:22]1[CH:27]=[CH:26][C:25](B(O)O)=[CH:24][CH:23]=1.C(=O)([O-])[O-].[Na+].[Na+]>C1C=CC([P]([Pd]([P](C2C=CC=CC=2)(C2C=CC=CC=2)C2C=CC=CC=2)([P](C2C=CC=CC=2)(C2C=CC=CC=2)C2C=CC=CC=2)[P](C2C=CC=CC=2)(C2C=CC=CC=2)C2C=CC=CC=2)(C2C=CC=CC=2)C2C=CC=CC=2)=CC=1.C(O)C>[CH3:18][NH:17][C:15]1[C:16]2=[C:8]([C:3]3[CH:4]=[N:5][N:6]([CH3:7])[C:2]=3[C:25]3[CH:26]=[CH:27][C:22]([C:21]([F:32])([F:31])[F:20])=[CH:23][CH:24]=3)[N:9]=[C:10]([CH3:19])[N:11]2[N:12]=[CH:13][N:14]=1 |f:2.3.4,^1:42,44,63,82|. Reported procedure: 5-(5-Bromo-1-methyl-1H-pyrazol-4-yl)-N,7-dimethylimidazo[5,1-f][1,2,4]triazin-4-amine (500 mg, 1.55 mmol), [4-(trifluoromethyl)phenyl]boronic acid (590 mg, 3.11 mmol), sodium carbonate (329 mg, 3.10 mmol), tetrakis(triphenylphosphine)palladium(0) (179 mg, 0.155 mmol) and ethanol (10 mL) were combined in a microwave vessel. The reaction was subjected to microwave irradiation at 130° C. for 45 minutes at 200 W. The reaction was dried over sodium sulfate, filtered and concentrated in vacuo. Purific... Starting materials: acid chloride, C(C)(=O)OC1=C(C=C(C(=O)O)C=C1)[N+](=O)[O-] (4-acetoxy-3-nitrobenzoic acid), S(=O)(Cl)Cl (thionyl chloride), NC1=CC=C(C=C1)C=1SC2=C(N1)C=CC(=C2)OC (2-(4-aminophenyl)-6-methoxybenzothiazole), Amide, C(C)(C)N(CC)C(C)C (diisopropylethylamine). Solvent: C1CCOC1 (THF). Yields the product C(C)(=O)OC1=C(C=C(C(=O)NC2=CC=C(C=C2)C=2SC3=C(N2)C=CC(=C3)OC)C=C1)[N+](=O)[O-] (4-Acetoxy-3-nitro-N-[4-(6-methoxybenzothiazol-2-yl)-phenyl]-benzamide). Yield: 80.6%. Reaction SMILES: [C:1]([O:4][C:5]1[CH:13]=[CH:12][C:8]([C:9]([OH:11])=O)=[CH:7][C:6]=1[N+:14]([O-:16])=[O:15])(=[O:3])[CH3:2].S(Cl)(Cl)=O.[NH2:21][C:22]1[CH:27]=[CH:26][C:25]([C:28]2[S:29][C:30]3[CH:36]=[C:35]([O:37][CH3:38])[CH:34]=[CH:33][C:31]=3[N:32]=2)=[CH:24][CH:23]=1.C(N(C(C)C)CC)(C)C>C1COCC1>[C:1]([O:4][C:5]1[CH:13]=[CH:12][C:8]([C:9]([NH:21][C:22]2[CH:23]=[CH:24][C:25]([C:28]3[S:29][C:30]4[CH:36]=[C:35]([O:37][CH3:38])[CH:34]=[CH:33][C:31]=4[N:32]=3)=[CH:26][CH:27]=2)=[O:11])=[CH:7][C:6]=1[N+:14]([O-:16])=[O:15])(=[O:3])[CH3:2]. Procedure details: A mixture of 4-acetoxy-3-nitrobenzoic acid (0.44 g, 1.95 mmol) and thionyl chloride (5 ml) was heated under reflux for 1.5 h. The reaction mixture was cooled to room temperature and excess reagent was removed under reduced pressure to give the crude acid chloride. The amide was prepared as described in the Amide Coupling section above using the acid chloride and 2-(4-aminophenyl)-6-methoxybenzothiazole (0.50 g, 1.95 mmol) in dry THF (25 ml) containing diisopropylethylamine (0.302 g, 2.34 mmol) t... The reactants are CCCCCCCCCCCCCCCCCC(=O)NC(CSC1OC(COC(C)=O)C(OC(C)=O)C(OC(C)=O)C1OC(C)=O)C(=O)OC, [I-], [Li+], c1ccncc1. Product: CCCCCCCCCCCCCCCCCC(=O)NC(CSC1OC(COC(C)=O)C(OC(C)=O)C(OC(C)=O)C1OC(C)=O)C(=O)O. Reaction SMILES: [C:1]([CH2:2][CH2:3][CH2:4][CH2:5][CH2:6][CH2:7][CH2:8][CH2:9][CH2:10][CH2:11][CH2:12][CH2:13][CH2:14][CH2:15][CH2:16][CH2:17][CH3:18])(=[O:19])[NH:20][CH:21]([C:22](=[O:23])[O:24][CH3:25])[CH2:26][S:27][CH:28]1[CH:29]([O:30][C:31]([CH3:32])=[O:33])[CH:34]([O:35][C:36]([CH3:37])=[O:38])[CH:39]([O:40][C:41]([CH3:42])=[O:43])[CH:44]([CH2:46][O:47][C:48]([CH3:49])=[O:50])[O:45]1.[I-:51].[Li+:52].[cH:53]1[cH:54][cH:55][n:56][cH:57][cH:58]1>>[C:1]([CH2:2][CH2:3][CH2:4][CH2:5][CH2:6][CH2:7][CH2:8][CH2:9][CH2:10][CH2:11][CH2:12][CH2:13][CH2:14][CH2:15][CH2:16][CH2:17][CH3:18])(=[O:19])[NH:20][CH:21]([C:22](=[O:23])[OH:24])[CH2:26][S:27][CH:28]1[CH:29]([O:30][C:31]([CH3:32])=[O:33])[CH:34]([O:35][C:36]([CH3:37])=[O:38])[CH:39]([O:40][C:41]([CH3:42])=[O:43])[CH:44]([CH2:46][O:47][C:48]([CH3:49])=[O:50])[O:45]1. Starting materials: O=C(CC(=O)OCC)C1=C(C(=C(C(=C1)F)F)F)F (ethyl 3-oxo-3-(2,3,4,5-tetrafluorophenyl)propionate), C(C)(=O)OC(C)=O (acetic anhydride), C(OCC)(OCC)OCC (triethyl orthoformate), NC1(CCCC1)CO (1-amino-1-cyclopentanemethanol). Conditions: temperature 0 celsius, time 1.5 hour. The product is OCC1(CCCC1)NC=C(C(=O)OCC)C(C1=C(C(=C(C(=C1)F)F)F)F)=O (ethyl 3-[1-(hydroxymethyl)cyclopentylamino]-2-(2,3,4,5-tetrafluorobenzoyl)acrylate). The yield is 90.5%. RXN SMILES: [O:1]=[C:2]([C:9]1[CH:14]=[C:13]([F:15])[C:12]([F:16])=[C:11]([F:17])[C:10]=1[F:18])[CH2:3][C:4]([O:6][CH2:7][CH3:8])=[O:5].[C:19](OC(=O)C)(=O)C.C(OCC)(OCC)OCC.[NH2:36][C:37]1([CH2:42][OH:43])[CH2:41][CH2:40][CH2:39][CH2:38]1>>[OH:43][CH2:42][C:37]1([NH:36][CH:19]=[C:3]([C:2](=[O:1])[C:9]2[CH:14]=[C:13]([F:15])[C:12]([F:16])=[C:11]([F:17])[C:10]=2[F:18])[C:4]([O:6][CH2:7][CH3:8])=[O:5])[CH2:41][CH2:40][CH2:39][CH2:38]1. Procedure: A stirred solution of ethyl 3-oxo-3-(2,3,4,5-tetrafluorophenyl)propionate (3.17 g, 12 mmol), acetic anhydride (3.34 mL, 3.6 g, 30 mmol) and triethyl orthoformate (3.00 mL, 2.6 g, 18 mmol) was heated at 130° C. for 1.5 h. The mixture was concentrated in vacuo and dried under high vacuum for 3 hours. The crude product was dissolved in EtOH (15 mL) and cooled to 0° C. and then 1-amino-1-cyclopentanemethanol (1.01 g, 8.8 mmol) was added very slowly. After 1.5 h, the solvent was removed by evaporatio... The reactants are O=C1C(=CC(=C2N1NCC1=C2SC=C1)C(=O)OC)C1=CC=CC=C1 (methyl 4,5-dihydro-7-oxo-8-phenyl-7H-pyrido[1,2-b]thieno[2,3-d]pyridazine-10-carboxylate), C(C)(=O)OC(C)=O (acetic anhydride). Yields the product C(C)(=O)N1N2C(C3=C(C1)C=CS3)=C(C=C(C2=O)C2=CC=CC=C2)C(=O)OC (methyl 5-acetyl-4,5-dihydro-7-oxo-8-phenyl-7H-pyrido[1,2-b]thieno[2,3-d]pyridazine-10-carboxylate). Reaction SMILES: [O:1]=[C:2]1[N:7]2[NH:8][CH2:9][C:10]3[CH:14]=[CH:13][S:12][C:11]=3[C:6]2=[C:5]([C:15]([O:17][CH3:18])=[O:16])[CH:4]=[C:3]1[C:19]1[CH:24]=[CH:23][CH:22]=[CH:21][CH:20]=1.[C:25](OC(=O)C)(=[O:27])[CH3:26]>>[C:25]([N:8]1[CH2:9][C:10]2[CH:14]=[CH:13][S:12][C:11]=2[C:6]2=[C:5]([C:15]([O:17][CH3:18])=[O:16])[CH:4]=[C:3]([C:19]3[CH:24]=[CH:23][CH:22]=[CH:21][CH:20]=3)[C:2](=[O:1])[N:7]12)(=[O:27])[CH3:26]. Procedure: 0.54 g of methyl 4,5-dihydro-7-oxo-8-phenyl-7H-pyrido[1,2-b]thieno[2,3-d]pyridazine-10-carboxylate are suspended in 16 ml of acetic anhydride and heated to about 100° for 3 hours. The reaction solution is evaporated in vacuo and the residue is taken up in 32 ml of water and stirred up. The mixture is extracted twice with 30 ml of dichloromethane each time and once with 15 ml of dichloromethane. After drying over sodium sulfate, it is filtered and evaporated in vacuo. The residue is chromatograph...